The task is: describe an organic reaction: reactants, conditions, products, and yield. This data is from the Open Reaction Database (ORD), a public repository of structured organic reaction records. The reactants are SC1=C(C(=O)O)C=CC=N1 (2-Mercapto-nicotinic acid), ICCC (1-iodopropane). Yields the product C(CC)SC1=C(C(=O)O)C=CC=N1 (2-propylsulfanyl-nicotinic acid). The yield is 96.0%. As a reaction SMILES: [SH:1][C:2]1[N:10]=[CH:9][CH:8]=[CH:7][C:3]=1[C:4]([OH:6])=[O:5].I[CH2:12][CH2:13][CH3:14]>>[CH2:12]([S:1][C:2]1[N:10]=[CH:9][CH:8]=[CH:7][C:3]=1[C:4]([OH:6])=[O:5])[CH2:13][CH3:14]. Procedure: 2-Mercapto-nicotinic acid (1 g, 6.4 mmol) and 1-iodopropane were reacted in the same manner as in Step A of Preparation Example 10 to obtain the title compound (1.22 g, 96%). Starting materials: Fc1ccc(CBr)c(Br)c1, CC1(C)NC(=O)N(c2ccc(C#N)c(-c3ccccc3)c2)C1=O. The product is CC1(C)C(=O)N(c2ccc(C#N)c(-c3ccccc3)c2)C(=O)N1Cc1ccc(F)cc1Br. Reaction SMILES: [Br:24][c:25]1[c:26]([CH2:32][Br:33])[cH:27][cH:28][c:29]([F:31])[cH:30]1.[CH3:1][C:2]1([CH3:23])[NH:3][C:4](=[O:22])[N:5]([c:8]2[cH:9][cH:10][c:11]([C:20]#[N:21])[c:12](-[c:14]3[cH:15][cH:16][cH:17][cH:18][cH:19]3)[cH:13]2)[C:6]1=[O:7]>>[CH3:1][C:2]1([CH3:23])[N:3]([CH2:32][c:26]2[c:25]([Br:24])[cH:30][c:29]([F:31])[cH:28][cH:27]2)[C:4](=[O:22])[N:5]([c:8]2[cH:9][cH:10][c:11]([C:20]#[N:21])[c:12](-[c:14]3[cH:15][cH:16][cH:17][cH:18][cH:19]3)[cH:13]2)[C:6]1=[O:7].